This data is from the Open Reaction Database (ORD), a public repository of structured organic reaction records. The task is: describe an organic reaction: reactants, conditions, products, and yield As a reaction SMILES: [NH2:1][C:2]1[S:3][CH:4]=[C:5]([C:7](=[N:11][O:12][CH2:13][CH2:14][CH2:15][CH2:16][CH2:17][CH3:18])[C:8]([OH:10])=O)[N:6]=1.O.P(Cl)(Cl)(Cl)=O.[NH2:25][CH:26]1[C:36](=[O:37])[N:28]2[C:29]([C:33]([OH:35])=[O:34])=[CH:30][CH2:31][S:32][C@H:27]12>O1CCCC1.CN(C)C=O>[NH2:1][C:2]1[S:3][CH:4]=[C:5]([C:7](=[N:11][O:12][CH2:13][CH2:14][CH2:15][CH2:16][CH2:17][CH3:18])[C:8]([NH:25][CH:26]2[C:36](=[O:37])[N:28]3[C:29]([C:33]([OH:35])=[O:34])=[CH:30][CH2:31][S:32][C@H:27]23)=[O:10])[N:6]=1. Starting materials: NC=1SC=C(N1)C(C(=O)O)=NOCCCCCC (2-(2-Aminothiazol-4-yl)-2-n-hexyloxyiminoacetic acid), O (water), P(=O)(Cl)(Cl)Cl (phosphoryl chloride), NC1[C@@H]2N(C(=CCS2)C(=O)O)C1=O (7-amino-3-cephem-4-carboxylic acid). Reported procedure: 2-(2-Aminothiazol-4-yl)-2-n-hexyloxyiminoacetic acid (syn isomer, 3g.), water (0.15 g.), phosphoryl chloride (3.8 g.), trimethylsilyacetamide (10.7 g.), N,N-dimethylformamide (1.0 g.), tetrahydrofuran (50 ml.) and 7-amino-3-cephem-4-carboxylic acid (2.0 g.) were treated in a similar manner to that of Example 18 to give 7-[2-(2-aminothiazol-4-yl)-2-n-hexyloxyiminoacetamido]-3-cephem-4-carboxylic acid (syn isomer 1.1 g.). Run in O1CCCC1 (tetrahydrofuran), CN(C=O)C (N,N-dimethylformamide). The product is NC=1SC=C(N1)C(C(=O)NC1[C@@H]2N(C(=CCS2)C(=O)O)C1=O)=NOCCCCCC (7-[2-(2-aminothiazol-4-yl)-2-n-hexyloxyiminoacetamido]-3-cephem-4-carboxylic acid).